Dataset: the Open Reaction Database (ORD), a public repository of structured organic reaction records. Task: describe an organic reaction: reactants, conditions, products, and yield The reactants are C(C1=CC=CC=C1)OC(=O)NCCC(=O)NC[C@@H]1CN(CCC1)CC1CCCCC1 (3-(benzyloxycarbonyl)amino-N-{((3R)-1-cyclohexylmethyl-3-piperidyl)methyl}propanamide), [H][H] (hydrogen). Reagents/catalysts: [OH-].[Pd+2].[OH-].[C] (palladium hydroxide carbon). Solvent: CO (methanol), Cl.CO (hydrochloric acid methanol). Reaction conditions: time 44 hour. Product: NCCC(=O)NC[C@@H]1CN(CCC1)CC1CCCCC1 (3-amino-N-{((3R)-1-cyclohexylmethyl-3-piperidyl)methyl}propanamide). The yield is 75.0%. RXN SMILES: C(OC([NH:11][CH2:12][CH2:13][C:14]([NH:16][CH2:17][C@H:18]1[CH2:23][CH2:22][CH2:21][N:20]([CH2:24][CH:25]2[CH2:30][CH2:29][CH2:28][CH2:27][CH2:26]2)[CH2:19]1)=[O:15])=O)C1C=CC=CC=1.[H][H]>CO.Cl.CO.[OH-].[Pd+2].[OH-].[C]>[NH2:11][CH2:12][CH2:13][C:14]([NH:16][CH2:17][C@H:18]1[CH2:23][CH2:22][CH2:21][N:20]([CH2:24][CH:25]2[CH2:26][CH2:27][CH2:28][CH2:29][CH2:30]2)[CH2:19]1)=[O:15] |f:3.4,5.6.7.8|. Reported procedure: To a solution of 770 mg of 3-(benzyloxycarbonyl)amino-N-{((3R)-1-cyclohexylmethyl-3-piperidyl)methyl}propanamide in 12 ml of methanol, 0.5 ml of 10% hydrochloric acid-methanol and 15 mg of 20% palladium hydroxide-carbon catalyst were added, followed by 44 hours' stirring under 3 atmospheres of hydrogen. Filtering the catalyst off, the solvent was distilled off under reduced pressure, and the residue was rendered weakly basic with saturated aqueous sodium bicarbonate solution. The product was ext... Reaction SMILES: [C:14](=[O:15])([O-:16])[O-:17].[CH2:1]([CH3:2])[S:3](=[O:4])(=[O:5])[NH:6][CH2:7][c:8]1[cH:9][n:10][cH:11][cH:12][cH:13]1.[CH3:29][N:30]([CH3:31])[CH:32]=[O:33].[CH3:34][CH2:35][O:36][C:37](=[O:38])[CH3:39].[Cs+:18].[Cs+:19].[I:20][c:21]1[cH:22][c:23]([CH2:24][Br:25])[cH:26][cH:27][cH:28]1>>[CH2:1]([CH3:2])[S:3](=[O:4])(=[O:5])[N:6]([CH2:7][c:8]1[cH:9][n:10][cH:11][cH:12][cH:13]1)[CH2:24][c:23]1[cH:22][c:21]([I:20])[cH:28][cH:27][cH:26]1. Starting materials: O=C([O-])[O-], CCS(=O)(=O)NCc1cccnc1, CN(C)C=O, CCOC(C)=O, [Cs+], [Cs+], BrCc1cccc(I)c1. Product: CCS(=O)(=O)N(Cc1cccnc1)Cc1cccc(I)c1. Reactants: NC1=CC=C2C=CC=NC2=C1 (7-aminoquinoline), CN(CCOC1=C(C=CC(=C1)C(=O)O)C1=CC=C(C=C1)F)C (2-(2-dimethylaminoethoxy)-4′-fluoro-1,1′-biphenyl-4-carboxylic acid). The product is CN(CCOC1=C(C=CC(=C1)C(=O)NC1=CC=C2C=CC=NC2=C1)C1=CC=C(C=C1)F)C (2-(2-Dimethylaminoethoxy)-4′-fluoro-N-quinolin-7-yl-1,1′-biphenyl-4-carboxamide). RXN SMILES: [NH2:1][C:2]1[CH:11]=[C:10]2[C:5]([CH:6]=[CH:7][CH:8]=[N:9]2)=[CH:4][CH:3]=1.[CH3:12][N:13]([CH3:33])[CH2:14][CH2:15][O:16][C:17]1[CH:22]=[C:21]([C:23](O)=[O:24])[CH:20]=[CH:19][C:18]=1[C:26]1[CH:31]=[CH:30][C:29]([F:32])=[CH:28][CH:27]=1>>[CH3:12][N:13]([CH3:33])[CH2:14][CH2:15][O:16][C:17]1[CH:22]=[C:21]([C:23]([NH:1][C:2]2[CH:11]=[C:10]3[C:5]([CH:6]=[CH:7][CH:8]=[N:9]3)=[CH:4][CH:3]=2)=[O:24])[CH:20]=[CH:19][C:18]=1[C:26]1[CH:27]=[CH:28][C:29]([F:32])=[CH:30][CH:31]=1. Procedure details: Using the procedure outlined in Example 56, the title compound was prepared from 7-aminoquinoline (D55) (20 mg, 0.14 mmol) and 2-(2-dimethylaminoethoxy)-4′-fluoro-1,1′-biphenyl-4-carboxylic acid (D79) (50 mg, 0.17 mmol) as a yellow solid. MS(ES): MH+ 430, M-H+ 428 Reactants: O=C(O)CCC(=O)c1ccc(-c2cccc(Cl)c2Cl)cc1, NC1CCCCC1. Yields the product O=C(O)CCC(O)c1ccc(-c2cccc(Cl)c2Cl)cc1. RXN SMILES: [Cl:1][c:2]1[c:3](-[c:9]2[cH:10][cH:11][c:12]([C:15]([CH2:16][CH2:17][C:18](=[O:19])[OH:20])=[O:21])[cH:13][cH:14]2)[cH:4][cH:5][cH:6][c:7]1[Cl:8].[NH2:22][CH:23]1[CH2:24][CH2:25][CH2:26][CH2:27][CH2:28]1>>[Cl:1][c:2]1[c:3](-[c:9]2[cH:10][cH:11][c:12]([CH:15]([CH2:16][CH2:17][C:18](=[O:19])[OH:20])[OH:21])[cH:13][cH:14]2)[cH:4][cH:5][cH:6][c:7]1[Cl:8]. Starting materials: C(C)(C)(C)C1=NNC(=C1)C1=CN=C2N1C1=CC=C(C=C1N=C2NCCCOC2OCCCC2)C(F)(F)F (1-(3-tert-butyl-1H-pyrazol-5-yl)-N-[3-(tetrahydro-2H-pyran-2-yloxy)propyl]-7-(trifluoromethyl)imidazo[1,2-a]quinoxalin-4-amine), C1(=CC=C(C=C1)S(=O)(=O)O)C (para-toluenesulfonic acid). Run in CO (methanol). Conditions: time 5 hour. The product is C(C)(C)(C)C1=NNC(=C1)C1=CN=C2N1C1=CC=C(C=C1N=C2NCCCO)C(F)(F)F (3-({1-[3-tert-butyl-1H-pyrazol-5-yl]-7-(trifluoromethyl)imidazo[1,2-a]quinoxalin-4-yl}amino)propan-1-ol). Isolated yield 77.1%. As a reaction SMILES: [C:1]([C:5]1[CH:9]=[C:8]([C:10]2[N:14]3[C:15]4[C:20]([N:21]=[C:22]([NH:23][CH2:24][CH2:25][CH2:26][O:27]C5CCCCO5)[C:13]3=[N:12][CH:11]=2)=[CH:19][C:18]([C:34]([F:37])([F:36])[F:35])=[CH:17][CH:16]=4)[NH:7][N:6]=1)([CH3:4])([CH3:3])[CH3:2].C1(C)C=CC(S(O)(=O)=O)=CC=1>CO>[C:1]([C:5]1[CH:9]=[C:8]([C:10]2[N:14]3[C:15]4[C:20]([N:21]=[C:22]([NH:23][CH2:24][CH2:25][CH2:26][OH:27])[C:13]3=[N:12][CH:11]=2)=[CH:19][C:18]([C:34]([F:36])([F:35])[F:37])=[CH:17][CH:16]=4)[NH:7][N:6]=1)([CH3:4])([CH3:2])[CH3:3]. Reported procedure: To a solution of 1-(3-tert-butyl-1H-pyrazol-5-yl)-N-[3-(tetrahydro-2H-pyran-2-yloxy)propyl]-7-(trifluoromethyl)imidazo[1,2-a]quinoxalin-4-amine (11 mg, 0.021 mmol) in methanol (0.2 mL) cooled at 0° C. was added para-toluenesulfonic acid (9 mg, 0.047 mmol). The mixture was stirred at room temperature under argon for 5 h and then concentrated in vacuo. The residue is diluted in ethyl acetate and water. The aqueous layer is basified to pH 8 with a saturated aqueous solution of sodium hydrogenocarbo... Starting materials: CCO, Cc1ccc(S(=O)(=O)OCCC2Cc3ccccc3OC2(C)C)cc1, [N-]=[N+]=[N-], [Na+], O. Yields the product CC1(C)Oc2ccccc2CC1CCN=[N+]=[N-]. Reaction SMILES: [CH3:31][CH2:32][OH:33].[CH3:5][C:6]1([CH3:29])[O:7][c:8]2[cH:9][cH:10][cH:11][cH:12][c:13]2[CH2:14][CH:15]1[CH2:16][CH2:17][O:18][S:19]([c:20]1[cH:21][cH:22][c:23]([CH3:24])[cH:25][cH:26]1)(=[O:27])=[O:28].[N-:2]=[N+:3]=[N-:4].[Na+:1].[OH2:30]>>[N:2](=[N+:3]=[N-:4])[CH2:17][CH2:16][CH:15]1[C:6]([CH3:5])([CH3:29])[O:7][c:8]2[cH:9][cH:10][cH:11][cH:12][c:13]2[CH2:14]1. Starting materials: Xylenes, C(C)(C)(C)OC(=O)N1CC2(CC2)CC1C(NCC(=O)C1=CC=C(C=C1)Br)=O (6-[2-(4-Bromo-phenyl)-2-oxo-ethylcarbamoyl]-5-aza-spiro[2.4]heptane-5-carboxylic acid tert-butyl ester), C(C)(=O)[O-].[NH4+] (ammonium acetate). Solvent: CCOC(=O)C (EtOAc). Conditions: temperature 140 celsius. Product: C(C)(C)(C)OC(=O)N1CC2(CC2)CC1 (5-aza-spiro[2.4]heptane-5-carboxylic acid tert-butyl ester). Isolated yield 130.1%. Reaction SMILES: [C:1]([O:5][C:6]([N:8]1[CH:14](C(=O)NCC(C2C=CC(Br)=CC=2)=O)[CH2:13][C:10]2([CH2:12][CH2:11]2)[CH2:9]1)=[O:7])([CH3:4])([CH3:3])[CH3:2].C([O-])(=O)C.[NH4+]>CCOC(C)=O>[C:1]([O:5][C:6]([N:8]1[CH2:14][CH2:13][C:10]2([CH2:12][CH2:11]2)[CH2:9]1)=[O:7])([CH3:4])([CH3:2])[CH3:3] |f:1.2|. Procedure details: 15 mL Xylenes was added to 6-[2-(4-Bromo-phenyl)-2-oxo-ethylcarbamoyl]-5-aza-spiro[2.4]heptane-5-carboxylic acid tert-butyl ester (424 mg, 0.97 mmol) and ammonium acetate (20 eq., 1.5 g). The mixture was heated in microwave at 140° C. for 60 minutes. The mixture was diluted with EtOAc and washed with sat.NaHCO3 aqueous solution. The organic layer was concentrated down and purified by flash column chromatography (silica gel, 20 to 80% ethyl acetate/hexane) to give 645-(4-Bromo-phenyl)-1H-imidazol...